The task is: describe an organic reaction: reactants, conditions, products, and yield. This data is from the Open Reaction Database (ORD), a public repository of structured organic reaction records. Starting materials: C(C)(C)[N-]C(C)C.[Li+] (lithium diisopropylamide), C1(CC1)CC(=O)O (cyclopropylacetic acid), FC=1C=C(C=O)C=CC1F (3,4-difluorobenzaldehyde), O (water). The solvent is C1CCOC1 (THF), C1CCOC1 (THF). Run at time 15 minute. Yields the product C1(CC1)C(C(=O)O)C(O)C1=CC(=C(C=C1)F)F (2-Cyclopropyl-3-(3,4-difluorophenyl)-3-hydroxypropionic Acid). RXN SMILES: C([N-]C(C)C)(C)C.[Li+].[CH:9]1([CH2:12][C:13]([OH:15])=[O:14])[CH2:11][CH2:10]1.[F:16][C:17]1[CH:18]=[C:19]([CH:22]=[CH:23][C:24]=1[F:25])[CH:20]=[O:21].O>C1COCC1>[CH:9]1([CH:12]([CH:20]([C:19]2[CH:22]=[CH:23][C:24]([F:25])=[C:17]([F:16])[CH:18]=2)[OH:21])[C:13]([OH:15])=[O:14])[CH2:11][CH2:10]1 |f:0.1|. Procedure: To a stirred solution of lithium diisopropylamide (2.0M in hexanes, 46.4 mL, 92.8 mmol) in 20 mL of THF at −40° C. under a nitrogen atmosphere was added cyclopropylacetic acid (4.65g in 20 mL of THF, 46.4 mmol), dropwise. The mixture was stirred in the cold for 15 minutes and warmed to ambient temperature. After 1 hour, the reaction slurry was cooled in an ice bath and 3,4-difluorobenzaldehyde (5.2 mL, 47.1 mmol) in 10 mL of THF was added dropwise. The mixture was warmed to ambient temperature a... Starting materials: C(C)N=C=S (ethyl isothiocyanate), O (Water), CC(CC)SC1=CC=C(OCCO)C=C1 (2-[4-(1-methylpropylthio)phenoxy]ethanol), C([O-])([O-])=O.[K+].[K+] (potassium carbonate). Solvent: CN(C)C=O (DMF), CN(C)C=O (DMF). Run at time 8 hour. Yields the product C(C)NC(OCCOC1=CC=C(C=C1)SC(CC)C)=S (O-2-[4-(1-methylpropylthio)phenoxy]ethyl N-ethylthiocarbamate), compound 38. As a reaction SMILES: [CH3:1][CH:2]([S:5][C:6]1[CH:15]=[CH:14][C:9]([O:10][CH2:11][CH2:12][OH:13])=[CH:8][CH:7]=1)[CH2:3][CH3:4].C(=O)([O-])[O-].[K+].[K+].[CH2:22]([N:24]=[C:25]=[S:26])[CH3:23].O>CN(C=O)C>[CH2:22]([NH:24][C:25](=[S:26])[O:13][CH2:12][CH2:11][O:10][C:9]1[CH:14]=[CH:15][C:6]([S:5][CH:2]([CH3:1])[CH2:3][CH3:4])=[CH:7][CH:8]=1)[CH3:23] |f:1.2.3|. Procedure: A mixture of the above alcohol (2.16 g, 10.0 mmol) and potassium carbonate (1.66 g, 12.0 mmol) in 10 ml of DMF is cooled to 5° and ethyl isothiocyanate (1.10 ml, 12.0 mmol) in 10 ml of DMF is added dropwise. After addition is complete, the mixture is allowed to warm to RT and is stirred at RT overnight. Water is added and the aqueous phase is extracted with ether. The combined organic layers are washed with water and brine, dried, the solvent removed and the residue is purified by column chromat... The reactants are NC1=NC(=CC(=N1)N1CCC2(C[C@H](NC2)C(=O)OCC)CC1)O[C@@H](C(F)(F)F)C1=C(C=C(C=C1)C1CCN(CC1)S(=O)(=O)C)N1N=C(C=C1)C ((S)-ethyl 8-(2-amino-6-((R)-2,2,2-trifluoro-1-(2-(3-methyl-1H-pyrazol-1-yl)-4-(1-(methylsulfonyl)piperidin-4-yl)phenyl)ethoxy)pyrimidin-4-yl)-2,8-diazaspiro[4.5]decane-3-carboxylate), [Li+].[OH-] (LiOH). Product: NC1=NC(=CC(=N1)N1CCC2(C[C@H](NC2)C(=O)O)CC1)O[C@@H](C(F)(F)F)C1=C(C=C(C=C1)C1CCN(CC1)S(=O)(=O)C)N1N=C(C=C1)C ((S)-8-(2-amino-6-((R)-2,2,2-trifluoro-1-(2-(3-methyl-1H-pyrazol-1-yl)-4-(1-(methylsulfonyl)piperidin-4-yl)phenyl)ethoxy)pyrimidin-4-yl)-2,8-diazaspiro[4.5]decane-3-carboxylic acid). As a reaction SMILES: [NH2:1][C:2]1[N:7]=[C:6]([N:8]2[CH2:22][CH2:21][C:11]3([CH2:15][NH:14][C@H:13]([C:16]([O:18]CC)=[O:17])[CH2:12]3)[CH2:10][CH2:9]2)[CH:5]=[C:4]([O:23][C@H:24]([C:29]2[CH:34]=[CH:33][C:32]([CH:35]3[CH2:40][CH2:39][N:38]([S:41]([CH3:44])(=[O:43])=[O:42])[CH2:37][CH2:36]3)=[CH:31][C:30]=2[N:45]2[CH:49]=[CH:48][C:47]([CH3:50])=[N:46]2)[C:25]([F:28])([F:27])[F:26])[N:3]=1.[Li+].[OH-]>>[NH2:1][C:2]1[N:7]=[C:6]([N:8]2[CH2:9][CH2:10][C:11]3([CH2:15][NH:14][C@H:13]([C:16]([OH:18])=[O:17])[CH2:12]3)[CH2:21][CH2:22]2)[CH:5]=[C:4]([O:23][C@H:24]([C:29]2[CH:34]=[CH:33][C:32]([CH:35]3[CH2:40][CH2:39][N:38]([S:41]([CH3:44])(=[O:43])=[O:42])[CH2:37][CH2:36]3)=[CH:31][C:30]=2[N:45]2[CH:49]=[CH:48][C:47]([CH3:50])=[N:46]2)[C:25]([F:27])([F:28])[F:26])[N:3]=1 |f:1.2|. Reported procedure: Hydrolysis of (S)-ethyl 8-(2-amino-6-((R)-2,2,2-trifluoro-1-(2-(3-methyl-1H-pyrazol-1-yl)-4-(1-(methylsulfonyl)piperidin-4-yl)phenyl)ethoxy)pyrimidin-4-yl)-2,8-diazaspiro[4.5]decane-3-carboxylate using the LiOH general method provided the title compound as an off-white solid. Starting materials: O=C([O-])[O-], COCCOC, O=C(c1cc(OS(=O)(=O)C(F)(F)F)cc(OS(=O)(=O)C(F)(F)F)c1)C1CCCC1, [Cs+], [Cs+]. Product: O=C(c1cc(O)cc(OS(=O)(=O)C(F)(F)F)c1)C1CCCC1. As a reaction SMILES: [C:30](=[O:31])([O-:32])[O-:33].[CH3:36][O:37][CH2:38][CH2:39][O:40][CH3:41].[CH:1]1([C:6](=[O:7])[c:8]2[cH:9][c:10]([O:22][S:23]([C:24]([F:25])([F:26])[F:27])(=[O:28])=[O:29])[cH:11][c:12]([O:14][S:15](=[O:16])(=[O:17])[C:18]([F:19])([F:20])[F:21])[cH:13]2)[CH2:2][CH2:3][CH2:4][CH2:5]1.[Cs+:34].[Cs+:35]>>[CH:1]1([C:6](=[O:7])[c:8]2[cH:9][c:10]([OH:22])[cH:11][c:12]([O:14][S:15](=[O:16])(=[O:17])[C:18]([F:19])([F:20])[F:21])[cH:13]2)[CH2:2][CH2:3][CH2:4][CH2:5]1. Starting materials: [H-].[Al+3].[Li+].[H-].[H-].[H-] (lithium aluminum hydride), FC1=C(C=C(C=C1)OC)C1=NC(=C(C(=O)OC)C=C1OCC(C)C)OC (methyl 6-(2-fluoro-5-methoxyphenyl)-5-isobutoxy-2-methoxynicotinate), O (Water), [OH-].[Na+] (sodium hydroxide). The solvent is C(C)OCC (diethyl ether), C(C)OCC (diethyl ether). Reaction conditions: time 20 minute. The product is crude product, FC1=C(C=C(C=C1)OC)C1=C(C=C(C(=N1)OC)CO)OCC(C)C ((6-(2-fluoro-5-methoxyphenyl)-5-isobutoxy-2-methoxypyridin-3-yl)methanol). The yield is 661.3%. RXN SMILES: [H-].[Al+3].[Li+].[H-].[H-].[H-].[F:7][C:8]1[CH:13]=[CH:12][C:11]([O:14][CH3:15])=[CH:10][C:9]=1[C:16]1[C:25]([O:26][CH2:27][CH:28]([CH3:30])[CH3:29])=[CH:24][C:19]([C:20](OC)=[O:21])=[C:18]([O:31][CH3:32])[N:17]=1.O.[OH-].[Na+]>C(OCC)C>[F:7][C:8]1[CH:13]=[CH:12][C:11]([O:14][CH3:15])=[CH:10][C:9]=1[C:16]1[N:17]=[C:18]([O:31][CH3:32])[C:19]([CH2:20][OH:21])=[CH:24][C:25]=1[O:26][CH2:27][CH:28]([CH3:30])[CH3:29] |f:0.1.2.3.4.5,8.9|. Procedure: To a suspension of lithium aluminum hydride (67 mg) in diethyl ether (2.0 mL) was added a solution of methyl 6-(2-fluoro-5-methoxyphenyl)-5-isobutoxy-2-methoxynicotinate (213 mg) in diethyl ether (1.0 mL) at 0° C., and the mixture was stirred for 20 min. Water and aqueous sodium hydroxide solution were added to the reaction mixture, and the resulting precipitate was filtered off. The solvent in the filtrate was evaporated to give a crude product of the title compound (1.30 g) as an orange oil. T... Starting materials: C1CCOC1, COC(=O)c1ccc2ncc(Oc3c(Cl)cc(NS(=O)(=O)c4ccc(Cl)cc4Cl)cc3Cl)cc2c1, CO, Cl, [Na+], [OH-]. The product is O=C(O)c1ccc2ncc(Oc3c(Cl)cc(NS(=O)(=O)c4ccc(Cl)cc4Cl)cc3Cl)cc2c1. As a reaction SMILES: [CH2:39]1[O:40][CH2:41][CH2:42][CH2:43]1.[CH3:1][O:2][C:3](=[O:4])[c:5]1[cH:6][c:7]2[cH:8][c:9]([O:15][c:16]3[c:17]([Cl:35])[cH:18][c:19]([NH:23][S:24](=[O:25])(=[O:26])[c:27]4[c:28]([Cl:34])[cH:29][c:30]([Cl:33])[cH:31][cH:32]4)[cH:20][c:21]3[Cl:22])[cH:10][n:11][c:12]2[cH:13][cH:14]1.[CH3:44][OH:45].[ClH:38].[Na+:37].[OH-:36]>>[O:2]=[C:3]([OH:4])[c:5]1[cH:6][c:7]2[cH:8][c:9]([O:15][c:16]3[c:17]([Cl:35])[cH:18][c:19]([NH:23][S:24](=[O:25])(=[O:26])[c:27]4[c:28]([Cl:34])[cH:29][c:30]([Cl:33])[cH:31][cH:32]4)[cH:20][c:21]3[Cl:22])[cH:10][n:11][c:12]2[cH:13][cH:14]1.